Task: describe an organic reaction: reactants, conditions, products, and yield. Dataset: the Open Reaction Database (ORD), a public repository of structured organic reaction records Procedure: 5-(9-Hydroxyxanthen-9-yl)-2',3',5'-tris-O-((1,1-dimethylethyl)dimethylsilyl)uridine was prepared from 2',3',5'-tris-O-((1,1-dimethylethyl)dimethylsilyl)uridine according to the method of Example 1 step (i) (using xanthone instead of benzophenone) as a pale yellow solid. Reactants: CC(C)(C)[Si](O[C@H]1[C@@H](O[C@@H]([C@H]1O[Si](C)(C)C(C)(C)C)CO[Si](C)(C)C(C)(C)C)N1C(=O)NC(=O)C=C1)(C)C (2',3',5'-tris-O-((1,1-dimethylethyl)dimethylsilyl)uridine), C1=CC=CC=2OC3=CC=CC=C3C(C12)=O (xanthone). RXN SMILES: [CH3:1][C:2]([Si:5]([CH3:38])([CH3:37])[O:6][C@@H:7]1[C@H:11]([O:12][Si:13]([C:16]([CH3:19])([CH3:18])[CH3:17])([CH3:15])[CH3:14])[C@@H:10]([CH2:20][O:21][Si:22]([C:25]([CH3:28])([CH3:27])[CH3:26])([CH3:24])[CH3:23])[O:9][C@H:8]1[N:29]1[CH:36]=[CH:35][C:33](=[O:34])[NH:32][C:30]1=[O:31])([CH3:4])[CH3:3].[CH:39]1[C:52]2[C:51](=[O:53])[C:50]3[C:45](=[CH:46][CH:47]=[CH:48][CH:49]=3)[O:44][C:43]=2[CH:42]=[CH:41][CH:40]=1>>[OH:53][C:51]1([C:35]2[C:33](=[O:34])[NH:32][C:30](=[O:31])[N:29]([CH:36]=2)[C@@H:8]2[O:9][C@H:10]([CH2:20][O:21][Si:22]([C:25]([CH3:26])([CH3:27])[CH3:28])([CH3:23])[CH3:24])[C@@H:11]([O:12][Si:13]([C:16]([CH3:17])([CH3:18])[CH3:19])([CH3:14])[CH3:15])[C@H:7]2[O:6][Si:5]([C:2]([CH3:1])([CH3:3])[CH3:4])([CH3:38])[CH3:37])[C:50]2[CH:49]=[CH:48][CH:47]=[CH:46][C:45]=2[O:44][C:43]2[C:52]1=[CH:39][CH:40]=[CH:41][CH:42]=2. Product: OC1(C2=CC=CC=C2OC=2C=CC=CC12)C=1C(NC(N([C@H]2[C@H](O[Si](C)(C)C(C)(C)C)[C@H](O[Si](C)(C)C(C)(C)C)[C@@H](CO[Si](C)(C)C(C)(C)C)O2)C1)=O)=O (5-(9-Hydroxyxanthen-9-yl)-2',3',5'-tris-O-((1,1-dimethylethyl)dimethylsilyl)uridine). Starting materials: C(C)(C)(C)OC(=O)N1CC(C(CC1)=O)C(=O)OCC (1-tert-butoxycarbonyl-3-ethoxycarbonyl-piperidin-4-one), C(CCCCCC)N (heptylamine). Solvent: C1(=CC=CC=C1)C (toluene). The product is C(C)(C)(C)OC(=O)N1CC(=C(CC1)NCCCCCCC)C(=O)OCC (1-tert-Butoxycarbonyl-3-ethoxycarbonyl-4-heptylamino-1,2,5,6-tetrahydropyridine). As a reaction SMILES: [C:1]([O:5][C:6]([N:8]1[CH2:13][CH2:12][C:11](=O)[CH:10]([C:15]([O:17][CH2:18][CH3:19])=[O:16])[CH2:9]1)=[O:7])([CH3:4])([CH3:3])[CH3:2].[CH2:20]([NH2:27])[CH2:21][CH2:22][CH2:23][CH2:24][CH2:25][CH3:26]>C1(C)C=CC=CC=1>[C:1]([O:5][C:6]([N:8]1[CH2:13][CH2:12][C:11]([NH:27][CH2:20][CH2:21][CH2:22][CH2:23][CH2:24][CH2:25][CH3:26])=[C:10]([C:15]([O:17][CH2:18][CH3:19])=[O:16])[CH2:9]1)=[O:7])([CH3:4])([CH3:3])[CH3:2]. Procedure: A solution of 1-tert-butoxycarbonyl-3-ethoxycarbonyl-piperidin-4-one (prepared from 3-ethoxycarbonyl-piperidin-4-one and di-tert-butyl-dicarbonate in dichloromethane and triethylamine) (8.5 g) and heptylamine (3.61 g) in toluene (100 ml) was heated under reflux in a Dean and Stark apparatus for 18 hours and then evaporated to dryness to give an oil. The reactants are C(=O)(OC(C)(C)C)NC1=CC=C(C=C1)N (N-Boc-1,4-phenylenediamine), [O-]S(=O)(=O)[O-].[Mg+2] (MgSO4), C(C)(C)(C)C=1C=C(C(O)=CC1)O (4-tert-butylcathechol), II (iodine). Run in CC(=O)C (acetone). Product: C(C)(C)(C)OC(NC=1C=C2C(=CC(NC2=CC1)(C)C)C)=O ((2,2,4-Trimethyl-1,2-dihydroquinolin-6-yl)-carbamic acid tert-butyl ester). As a reaction SMILES: [C:1]([NH:8][C:9]1[CH:14]=[CH:13][C:12]([NH2:15])=[CH:11][CH:10]=1)([O:3][C:4]([CH3:7])([CH3:6])[CH3:5])=[O:2].[O-]S([O-])(=O)=O.[Mg+2].[C:22]([C:26]1C=C(O)C(=[CH:31][CH:32]=1)O)(C)([CH3:24])[CH3:23].II>CC(C)=O>[C:4]([O:3][C:1](=[O:2])[NH:8][C:9]1[CH:10]=[C:11]2[C:12](=[CH:13][CH:14]=1)[NH:15][C:22]([CH3:24])([CH3:23])[CH:26]=[C:32]2[CH3:31])([CH3:7])([CH3:6])[CH3:5] |f:1.2|. Procedure details: A mixture of N-Boc-1,4-phenylenediamine (75 g), MgSO4 (216 g), 4-tert-butylcathechol (1.8 g) and iodine (4.7 g) in anhydrous acetone (600 ml) was heated under reflux for 20 h. The MgSO4 was removed by filtration and the filtrate was concentrated in vacuo. The residue was chromatographed on a short plug of silicagel using heptane/ethyl acetate=8/2 (v/v) as the eluent to give the product as a brown oil. The reactants are CC(C#N)(CCC(C#N)(C)C)C (2,2,5,5-tetramethyladiponitrile), [Na] (sodium), amine, [Na] (sodium), [Na] (sodium), imine, [Na] (sodium), [Cl-].[NH4+] (ammonium chloride), O1CCCC1 (tetrahydrofuran), 2,2,5,5-tetramethylcyclopentylimine. Solvent: C(C)O (ethanol), C(C)O (ethanol). Reaction conditions: time 4 hour. Yields the product CC1(C(C(CC1)(C)C)N)C (2,2,5,5-Tetramethylcyclopentylamine). RXN SMILES: [Na].C[C:3]([CH3:13])([CH2:6][CH2:7][C:8]([CH3:12])([CH3:11])[C:9]#[N:10])[C:4]#N.O1CCCC1.[Cl-].[NH4+]>C(O)C>[CH3:13][C:3]1([CH3:4])[CH2:6][CH2:7][C:8]([CH3:11])([CH3:12])[CH:9]1[NH2:10] |f:3.4,^1:0|. Procedure: A flask was charged with 35 g. (0.61 mole) of 40% sodium dispersion in mineral oil. The oil was removed by washing with ethyl ether and decantation. The sodium was then mixed with 400 ml. of ether and a mixture of 32.8 g. (0.20 mole) 2,2,5,5-tetramethyladiponitrile, prepared by the method of Coffman et al., J. Am. Chem. Soc. 80, 2868 (1957), and 400 ml. of tetrahydrofuran was added slowly. The resulting mixture was stirred at room temperature for 4 hours, the excess sodium decomposed by dropwise... RXN SMILES: Cl[CH2:2][C:3]1[O:4][C:5]([CH3:14])=[C:6]([C:8]2[CH:13]=[CH:12][CH:11]=[CH:10][CH:9]=2)[N:7]=1.[OH:15][C:16]1[CH:23]=[CH:22][C:19]([CH:20]=[O:21])=[CH:18][CH:17]=1>>[CH3:14][C:5]1[O:4][C:3]([CH2:2][O:15][C:16]2[CH:23]=[CH:22][C:19]([CH:20]=[O:21])=[CH:18][CH:17]=2)=[N:7][C:6]=1[C:8]1[CH:13]=[CH:12][CH:11]=[CH:10][CH:9]=1. The reactants are ClCC=1OC(=C(N1)C1=CC=CC=C1)C (2-chloromethyl-5-methyl-4-phenyloxazole), OC1=CC=C(C=O)C=C1 (p-hydroxybenzaldehyde). Procedure: According to the method described for Reference Example 45, 2-chloromethyl-5-methyl-4-phenyloxazole was allowed to react with p-hydroxybenzaldehyde to give 4-(5-methyl-4-phenyl-2-oxazolylmethoxy)benzaldehyde. Recrystallization from ethyl acetate--isopropyl ether gave colorless prisms, m.p.90°-91° C. The product is CC1=C(N=C(O1)COC1=CC=C(C=O)C=C1)C1=CC=CC=C1 (4-(5-methyl-4-phenyl-2-oxazolylmethoxy)benzaldehyde). The reactants are COC1=C(C=CC=C1)N1CCNCC1 (1-(2-methoxyphenyl)piperazine), C1(=C(C=CC=C1)CN1CCN(CC1)C1=CC=CC=C1)C1=CC=CC=C1 (1-(biphenyl-2-ylmethyl)-4-phenylpiperazine), COC1=C(C=CC=C1)C1=CC(=CC=C1)C=O (2′-methoxybiphenyl-3-carbaldehyde), [BH-](OC(=O)C)(OC(=O)C)OC(=O)C.[Na+] (NaBH(OAc)3). Product: COC1=C(C=CC=C1)C1=CC(=CC=C1)CN1CCN(CC1)C1=C(C=CC=C1)OC (1-(2′-methoxybiphenyl-3-yl methyl)-4-(2-methoxyphenyl)piperazine). Reaction SMILES: [CH3:1][O:2][C:3]1[CH:8]=[CH:7][CH:6]=[CH:5][C:4]=1[N:9]1[CH2:14][CH2:13][NH:12][CH2:11][CH2:10]1.[CH3:15][O:16][C:17]1[CH:22]=[CH:21][CH:20]=[CH:19][C:18]=1[C:23]1[CH:28]=[CH:27][CH:26]=[C:25]([CH:29]=O)[CH:24]=1.[BH-](OC(C)=O)(OC(C)=O)OC(C)=O.[Na+].C1(C2C=CC=CC=2)C=CC=CC=1CN1CCN(C2C=CC=CC=2)CC1>>[CH3:15][O:16][C:17]1[CH:22]=[CH:21][CH:20]=[CH:19][C:18]=1[C:23]1[CH:28]=[CH:27][CH:26]=[C:25]([CH2:29][N:12]2[CH2:13][CH2:14][N:9]([C:4]3[CH:5]=[CH:6][CH:7]=[CH:8][C:3]=3[O:2][CH3:1])[CH2:10][CH2:11]2)[CH:24]=1 |f:2.3|. Procedure details: 103 mg of the target compound (0.27 mmol, 56.4%) was obtained using 1-(2-methoxyphenyl)piperazine (181 mg, 0.94 mmol), 2′-methoxybiphenyl-3-carbaldehyde (100 mg, 0.47 mmol) and NaBH(OAc)3 (303 mg, 1.41 mmol) according to the synthesis method of Compound 1. Reactants: ClC=1C(=NC=C(C(=O)OCC)C1)Cl (ethyl 5,6-dichloronicotinate), FC(CO)(F)F (2,2,2-trifluoroethanol), C[Si](C)(C)[N-][Si](C)(C)C.[Na+] (NaHMDS). The solvent is C1CCOC1 (THF). Run at temperature -73 celsius, time 30 minute. Yields the product ClC=1C(=NC=C(C(=O)OCC)C1)OCC(F)(F)F (ethyl 5-chloro-6-(2,2,2-trifluoroethoxyl)nicotinate). Isolated yield 92.9%. As a reaction SMILES: [Cl:1][C:2]1[C:3](Cl)=[N:4][CH:5]=[C:6]([CH:12]=1)[C:7]([O:9][CH2:10][CH3:11])=[O:8].[F:14][C:15]([F:19])([F:18])[CH2:16][OH:17].C[Si]([N-][Si](C)(C)C)(C)C.[Na+]>C1COCC1>[Cl:1][C:2]1[C:3]([O:17][CH2:16][C:15]([F:19])([F:18])[F:14])=[N:4][CH:5]=[C:6]([CH:12]=1)[C:7]([O:9][CH2:10][CH3:11])=[O:8] |f:2.3|. Reported procedure: To a solution of ethyl 5,6-dichloronicotinate (6.28 g, 28.5 mmol) and 2,2,2-trifluoroethanol (2.71 ml, 37.1 mmol) in THF (90 ml) at −73° C. was added NaHMDS (37.1 ml, 37.1 mmol). The reaction was stirred at −73° C. for 30 minutes, then at 0° C. for 5 hours. The reaction was quenched with 30 mL saturated NH4Cl solution. The reaction mixture was then poured into 50 mL brine and phases were separated. The aqueous layer was extracted with DCM (2×100 mL). The combined organics were dried (Na2SO4) and...